Dataset: the Open Reaction Database (ORD), a public repository of structured organic reaction records. Task: describe an organic reaction: reactants, conditions, products, and yield Reactants: CO (methanol), C(C)(=O)O (acetic acid), O (water), CON=C(C(=O)NC1[C@@H]2N(C(=CCS2)C(=O)OCC2=CC=C(C=C2)[N+](=O)[O-])C1=O)C1=NSC(=N1)N (4-nitrobenzyl 7-[2-methoxyimino-2-(5-amino-1,2,4-thiadiazol-3-yl)acetamido]-3-cephem-4-carboxylate). Reagents/catalysts: [C].[Pd] (palladium-carbon). Run in O1CCCC1 (tetrahydrofuran). Conditions: time 6 hour. Product: CON=C(C(=O)NC1[C@@H]2N(C(=CCS2)C(=O)O)C1=O)C1=NSC(=N1)N (7-[2-methoxyimino-2-(5-amino-1,2,4-thiadiazol-3-yl)acetamido]-3-cephem-4-carboxylic acid). Isolated yield 54.4%. As a reaction SMILES: CO.C(O)(=O)C.O.[CH3:8][O:9][N:10]=[C:11]([C:37]1[N:41]=[C:40]([NH2:42])[S:39][N:38]=1)[C:12]([NH:14][CH:15]1[C:35](=[O:36])[N:17]2[C:18]([C:22]([O:24]CC3C=CC([N+]([O-])=O)=CC=3)=[O:23])=[CH:19][CH2:20][S:21][C@H:16]12)=[O:13]>O1CCCC1.[C].[Pd]>[CH3:8][O:9][N:10]=[C:11]([C:37]1[N:41]=[C:40]([NH2:42])[S:39][N:38]=1)[C:12]([NH:14][CH:15]1[C:35](=[O:36])[N:17]2[C:18]([C:22]([OH:24])=[O:23])=[CH:19][CH2:20][S:21][C@H:16]12)=[O:13] |f:5.6|. Procedure details: In a mixture of tetrahydrofuran (20 ml), methanol (10 ml), acetic acid (0.25 ml) and water (2.5 ml) was dissolved 4-nitrobenzyl 7-[2-methoxyimino-2-(5-amino-1,2,4-thiadiazol-3-yl)acetamido]-3-cephem-4-carboxylate (syn isomer)(0.87 g) and thereto was added 5% palladium-carbon (0.87 g). The resulting mixture was shaken under a hydrogen atmosphere at atmospheric pressure and ambient temperature for 6 hours. The reaction mixture was filtered and the filtrate was evaporated to dryness. The residue wa... The reactants are O=C([O-])O, Cc1oc2ccc(S(=O)(=O)Cl)cc2c(=O)c1C, Cl, [Na+], [Na+], [Na+], O, O=S([O-])[O-]. The product is Cc1oc2ccc(S(=O)O)cc2c(=O)c1C. As a reaction SMILES: [C:18](=[O:19])([O-:20])[OH:21].[CH3:1][c:2]1[o:3][c:4]2[cH:5][cH:6][c:7]([S:14](=[O:15])(=[O:16])[Cl:17])[cH:8][c:9]2[c:10](=[O:13])[c:11]1[CH3:12].[ClH:29].[Na+:22].[Na+:27].[Na+:28].[OH2:30].[S:23]([O-:24])([O-:25])=[O:26]>>[CH3:1][c:2]1[o:3][c:4]2[cH:5][cH:6][c:7]([S:14](=[O:15])[OH:16])[cH:8][c:9]2[c:10](=[O:13])[c:11]1[CH3:12]. The reactants are O (water), ClC1=NC(=NC(=C1CC(=O)OC)C)C (methyl (4-chloro-2,6-dimethyl-5-pyrimidinyl)-acetate), C1(=CC=CC=C1)N1NC(C=C1)=O (1-phenyl-1H-pyrazol-3-on), C([O-])([O-])=O.[K+].[K+] (potassium carbonate). The solvent is CCOCC (ether), CN(C=O)C (dimethylformamide). The product is CC1=NC(=C(C(=N1)C)CC(=O)OC)OC1=NN(C=C1)C1=CC=CC=C1 (methyl 2-[2,4-dimethyl-6-(1-phenyl-1H-pyrazol-3-yloxy)-pyrimidin-5-yl]-acetate). As a reaction SMILES: Cl[C:2]1[C:7]([CH2:8][C:9]([O:11][CH3:12])=[O:10])=[C:6]([CH3:13])[N:5]=[C:4]([CH3:14])[N:3]=1.[C:15]1([N:21]2[CH:25]=[CH:24][C:23](=[O:26])[NH:22]2)[CH:20]=[CH:19][CH:18]=[CH:17][CH:16]=1.C(=O)([O-])[O-].[K+].[K+].O>CN(C)C=O.CCOCC>[CH3:14][C:4]1[N:5]=[C:6]([CH3:13])[C:7]([CH2:8][C:9]([O:11][CH3:12])=[O:10])=[C:2]([O:26][C:23]2[CH:24]=[CH:25][N:21]([C:15]3[CH:20]=[CH:19][CH:18]=[CH:17][CH:16]=3)[N:22]=2)[N:3]=1 |f:2.3.4|. Reported procedure: A mixture of methyl (4-chloro-2,6-dimethyl-5-pyrimidinyl)-acetate (5.0 g, 23 mmol), 1-phenyl-1H-pyrazol-3-on (3.73 g, 23 mmol), potassium carbonate (5,5 g, 40 mmol) in dimethylformamide (30 ml) is heated at +120° C. for 2 hours. Addition of water, extraction with ether and drying gives the intermediate methyl 2-[2,4-dimethyl-6-(1-phenyl-1H-pyrazol-3-yloxy)-pyrimidin-5-yl]-acetate as a yellow oil. Starting materials: NC1=C(C=CC=C1)C=1N=C(OC1)CCCC(=O)O (4-[4-(2-amino-phenyl)-oxazol-2-yl]-butyric acid), C(C)OC(CCCCCC=1OC=C(N1)C1=C(C=CC=C1)N)=O (6-[4-(2-amino-phenyl)-oxazol-2-yl]-hexanoic acid ethyl ester). Yields the product NC1=C(C=CC=C1)C=1N=C(OC1)CCCCCC(=O)O (6-[4-(2-amino-phenyl)-oxazol-2-yl]-hexanoic acid). Yield: 83.1%. RXN SMILES: NC1C=CC=CC=1C1N=C(CCCC(O)=O)OC=1.C([O:21][C:22](=[O:40])[CH2:23][CH2:24][CH2:25][CH2:26][CH2:27][C:28]1[O:29][CH:30]=[C:31]([C:33]2[CH:38]=[CH:37][CH:36]=[CH:35][C:34]=2[NH2:39])[N:32]=1)C>>[NH2:39][C:34]1[CH:35]=[CH:36][CH:37]=[CH:38][C:33]=1[C:31]1[N:32]=[C:28]([CH2:27][CH2:26][CH2:25][CH2:24][CH2:23][C:22]([OH:40])=[O:21])[O:29][CH:30]=1. Procedure details: Using a method similar to the procedure described for the preparation of 4-[4-(2-amino-phenyl)-oxazol-2-yl]-butyric acid; hydrolysis of 6-[4-(2-amino-phenyl)-oxazol-2-yl]-hexanoic acid ethyl ester (2.7 g, 8.9 mmol) gives 6-[4-(2-amino-phenyl)-oxazol-2-yl]-hexanoic acid (2.03 g, 83%). MS (ES): (M+1)+ 274.9 m/z. The reactants are O.[OH-].[Li+] (lithium hydroxide monohydrate), C(C)OC(=O)C1N(CCCC1)C(=O)C=1OC(=CC1)COC1=CC=C(C=C1)C1=CC=CC=C1 ((rac)-1-[5-(biphenyl-4-yloxymethyl)-furan-2-carbonyl]-piperidine-2-carboxylic acid ethyl ester). The solvent is O (water), O1CCCC1 (tetrahydrofuran), CO (methanol). Run at time 8 hour. Yields the product C1(=CC=C(C=C1)OCC1=CC=C(O1)C(=O)N1C(CCCC1)C(=O)O)C1=CC=CC=C1 ((rac)-1-[5-(biphenyl-4-yloxymethyl)-furan-2-carbonyl]-piperidine-2-carboxylic acid). Isolated yield 81.4%. Reaction SMILES: O.[OH-].[Li+].C([O:6][C:7]([CH:9]1[CH2:14][CH2:13][CH2:12][CH2:11][N:10]1[C:15]([C:17]1[O:18][C:19]([CH2:22][O:23][C:24]2[CH:29]=[CH:28][C:27]([C:30]3[CH:35]=[CH:34][CH:33]=[CH:32][CH:31]=3)=[CH:26][CH:25]=2)=[CH:20][CH:21]=1)=[O:16])=[O:8])C>O.O1CCCC1.CO>[C:27]1([C:30]2[CH:31]=[CH:32][CH:33]=[CH:34][CH:35]=2)[CH:26]=[CH:25][C:24]([O:23][CH2:22][C:19]2[O:18][C:17]([C:15]([N:10]3[CH2:11][CH2:12][CH2:13][CH2:14][CH:9]3[C:7]([OH:8])=[O:6])=[O:16])=[CH:21][CH:20]=2)=[CH:29][CH:28]=1 |f:0.1.2|. Reported procedure: A solution of lithium hydroxide monohydrate (0.027 g 0.64 mmol) in water (1 mL) was added to a solution of (rac)-1-[5-(biphenyl-4-yloxymethyl)-furan-2-carbonyl]-piperidine-2-carboxylic acid ethyl ester (0.085 g, 0.2 mmol) in tetrahydrofuran (3 mL) and methanol (1 mL). The mixture was stirred overnight at room temperature and then the solvents were evaporated under reduced pressure. Water and ethyl acetate were added, and the mixture was acidified to pH 2 with 1 M HCl and the mixture was extracte... Starting materials: ClC(=O)OCC(C)C (Isobutyl chloroformate), ice, C(C)N1CCN(CC1)CC#CC(=O)O (4-(N-ethylpiperazino)-2-butynoic acid), CN1CCOCC1 (N-methylmorpholine), NC=1C=C2C(=C(C=NC2=CC1)C#N)NC1=CC(=CC=C1)Br (6-amino-4-[(3-bromophenyl)amino]-3-quinolinecarbonitrile). Run in O1CCCC1 (tetrahydrofuran), N1=CC=CC=C1 (pyridine). Reaction conditions: time 30 minute. Product: BrC=1C=C(C=CC1)NC1=C(C=NC2=CC=C(C=C12)NC(C#CCN1CCN(CC1)CC)=O)C#N (N-[4-[(3-Bromophenyl)amino]-3-cyano-6-quinolinyl]-4-(N-ethylpiperazino)-2-butynamide). As a reaction SMILES: ClC(OCC(C)C)=O.[CH2:9]([N:11]1[CH2:16][CH2:15][N:14]([CH2:17][C:18]#[C:19][C:20]([OH:22])=O)[CH2:13][CH2:12]1)[CH3:10].CN1CCOCC1.[NH2:30][C:31]1[CH:32]=[C:33]2[C:38](=[CH:39][CH:40]=1)[N:37]=[CH:36][C:35]([C:41]#[N:42])=[C:34]2[NH:43][C:44]1[CH:49]=[CH:48][CH:47]=[C:46]([Br:50])[CH:45]=1>O1CCCC1.N1C=CC=CC=1>[Br:50][C:46]1[CH:45]=[C:44]([NH:43][C:34]2[C:33]3[C:38](=[CH:39][CH:40]=[C:31]([NH:30][C:20](=[O:22])[C:19]#[C:18][CH2:17][N:14]4[CH2:13][CH2:12][N:11]([CH2:9][CH3:10])[CH2:16][CH2:15]4)[CH:32]=3)[N:37]=[CH:36][C:35]=2[C:41]#[N:42])[CH:49]=[CH:48][CH:47]=1. Reported procedure: Isobutyl chloroformate (0.785 g, 5.75 mmol) was dropwise added into an ice cold solution of 4-(N-ethylpiperazino)-2-butynoic acid (1.75 g, 8.85 mmol) and N-methylmorpholine (1.3453 g, 13.3 mmol) in 50 mL of tetrahydrofuran under N2. After stirring for 30 min, a solution of 1.5 g (4.42 mmol) of 6-amino-4-[(3-bromophenyl)amino]-3-quinolinecarbonitrile in 10 mL of pyridine was added dropwise and the mixture was stirred at 0° C. for 2 hr. The reaction was quenched with ice water, poured into saturat... The solvent is O1CCCC1 (tetrahydrofuran). Isolated yield 59.0%. The reactants are NC1(C2CCC(C1)C2)C(=O)[O-] (2-amino-2-norbornanecarboxylate), methyl ester hydrochloride, C1(=CC=CC=C1)S(=O)(=O)N1[C@H](C(=O)O)CCC1 (N-benzenesulfonyl-(L)-proline), Cl.CN(CCCN=C=NCC)C (1-(3-dimethylaminopropyl)-3-ethylcarbodiimide hydrochloride), CN1CCOCC1 (N-methyl morpholine). The product is C1(=CC=CC=C1)S(=O)(=O)N1[C@H](C(=O)C23C(CC(CC2)C3)(C(=O)OC)N)CCC1 (N-Benzenesulfonyl-(L)-prolyl-2-amino-2-norbornanecarboxylic acid, methyl ester). Reaction conditions: time 15 minute. Reported procedure: To a solution of 2-amino-2-norbornanecarboxylate, methyl ester hydrochloride (400 mg, 2.0 mmol), N-benzenesulfonyl-(L)-proline (510 mg, 2.0 mmol), 1-(3-dimethylaminopropyl)-3-ethylcarbodiimide hydrochloride (306 mg, 2.0 mmol), 1-hydroxbenzotriazole (202 mg, 2.0 mmol) in 4 mL of tetrahydrofuran at 0° C. was added N-methyl morpholine (0.22 mL, 2.0 mmol). After 15 min at 0° C., the reaction mixture was stirred at room temperature for 16 h, and was concentrated in vacuo. The residue was purified by ... RXN SMILES: [NH2:1][C:2]1([C:9]([O-:11])=[O:10])[CH2:7][CH:6]2[CH2:8][CH:3]1[CH2:4][CH2:5]2.[C:12]1([S:18]([N:21]2[CH2:28][CH2:27][CH2:26][C@H:22]2[C:23](O)=[O:24])(=[O:20])=[O:19])[CH:17]=[CH:16][CH:15]=[CH:14][CH:13]=1.Cl.[CH3:30]N(C)CCCN=C=NCC.CN1CCOCC1>O1CCCC1>[C:12]1([S:18]([N:21]2[CH2:28][CH2:27][CH2:26][C@H:22]2[C:23]([C:3]23[CH2:8][CH:6]([CH2:5][CH2:4]2)[CH2:7][C:2]3([NH2:1])[C:9]([O:11][CH3:30])=[O:10])=[O:24])(=[O:20])=[O:19])[CH:17]=[CH:16][CH:15]=[CH:14][CH:13]=1 |f:2.3|.